Task: describe an organic reaction: reactants, conditions, products, and yield. Dataset: the Open Reaction Database (ORD), a public repository of structured organic reaction records The reactants are C(=O)C=1C=C(OC(C(=O)OC(C)(C)C)CC)C=CC1 (tert-butyl 2-(3-formylphenoxy)butyrate), C(C)(=O)O[BH-](OC(C)=O)OC(C)=O.[Na+] (sodium triacetoxyborohydride), C(O)([O-])=O.[Na+] (sodium hydrogencarbonate), C1OC(CCCN)(C2=CC=CC=C2)OC1 (4,4-Ethylenedioxy-4-phenylbutylamine). Run in C(Cl)(Cl)Cl (chloroform), C(Cl)(Cl)Cl (chloroform). Run at time 12 hour. Yields the product C1OC(CCCNCC=2C=C(OC(C(=O)OC(C)(C)C)CC)C=CC2)(C2=CC=CC=C2)OC1 (tert-Butyl 2-[3-[N-(4,4-ethylenedioxy-4-phenylbutyl)aminomethyl]phenoxy]butyrate). Isolated yield 65.0%. Reaction SMILES: [CH2:1]1[CH2:15][O:14][C:3]([C:8]2[CH:13]=[CH:12][CH:11]=[CH:10][CH:9]=2)([CH2:4][CH2:5][CH2:6][NH2:7])[O:2]1.[CH:16]([C:18]1[CH:19]=[C:20]([CH:32]=[CH:33][CH:34]=1)[O:21][CH:22]([CH2:30][CH3:31])[C:23]([O:25][C:26]([CH3:29])([CH3:28])[CH3:27])=[O:24])=O.C(O[BH-](OC(=O)C)OC(=O)C)(=O)C.[Na+].C(=O)([O-])O.[Na+]>C(Cl)(Cl)Cl>[CH2:15]1[CH2:1][O:2][C:3]([C:8]2[CH:9]=[CH:10][CH:11]=[CH:12][CH:13]=2)([CH2:4][CH2:5][CH2:6][NH:7][CH2:16][C:18]2[CH:19]=[C:20]([CH:32]=[CH:33][CH:34]=2)[O:21][CH:22]([CH2:30][CH3:31])[C:23]([O:25][C:26]([CH3:27])([CH3:28])[CH3:29])=[O:24])[O:14]1 |f:2.3,4.5|. Procedure details: 4,4-Ethylenedioxy-4-phenylbutylamine (27.0 mg, 0.13 mmol) was dissolved in chloroform (3 ml) at room temperature, and thereto were added tert-butyl 2-(3-formylphenoxy)butyrate (34.4 g, 0.13 mmol) in a chloroform solution (2 ml) and sodium triacetoxyborohydride (41.4 mg, 0.20 mmol) in sequential order at the same temperature, and thereafter, the mixture was stirred at room temperature for 12 hours. The reaction solution was added to a saturated aqueous sodium hydrogencarbonate solution and therea... Reaction SMILES: [CH3:1][O:2][C:3]1[CH:4]=[C:5](N)[C:6](=[CH:10][CH:11]=1)[C:7]([OH:9])=[O:8].Cl.N([O-])=O.[Na+].[I-:18].[K+].S(=O)(=O)(O)O>O>[I:18][C:5]1[CH:4]=[C:3]([O:2][CH3:1])[CH:11]=[CH:10][C:6]=1[C:7]([OH:9])=[O:8] |f:2.3,4.5|. The solvent is O (water), O (water). Run at time 2 hour. Product: IC1=C(C(=O)O)C=CC(=C1)OC (2-iodo- 4-methoxy-benzoic acid). The reactants are COC=1C=C(C(C(=O)O)=CC1)N (4-methoxy-anthranilic acid), diazonium salt, [I-].[K+] (potassium iodide), Cl (hydrochloric acid), N(=O)[O-].[Na+] (sodium nitrite), 5-N, S(O)(O)(=O)=O (sulfuric acid). Procedure details: 150 G. of 4-methoxy-anthranilic acid are suspended in 1 liters of water and 80 ml. of concentrated hydrochloric acid at 0° C. To this suspension is added dropwise over a period of 30 minutes, with stirring at 0°-5° C, a solution of 62 g. of sodium nitrite in 130 ml. of water. The resulting diazonium salt solution is stirred for an additional 15 minutes at 0°-5° C. A solution of 164 g. of potassium iodide in 700 ml. of 5-N sulfuric acid is subsequently added dropwise at 3°-6° C. over a period of ... The reactants are C(C)OC(=O)C1(C(C=CCC1)OC(C)=O)C1=CC=CC=C1 (1-phenyl-2-acetoxy-cyclohex-3-ene-1-carboxylic acid-ethyl-ester), Cl (HCl). Run in C(C)O (ethanol). Yields the product C(C)OC(=O)C1(C(C=CCC1)Cl)C1=CC=CC=C1 (1-Phenyl-2-chloro-cyclohex-3-ene-carboxylic-acid-ethyl-ester). RXN SMILES: [CH2:1]([O:3][C:4]([C:6]1([C:16]2[CH:21]=[CH:20][CH:19]=[CH:18][CH:17]=2)[CH2:11][CH2:10][CH:9]=[CH:8][CH:7]1OC(=O)C)=[O:5])[CH3:2].[ClH:22]>C(O)C>[CH2:1]([O:3][C:4]([C:6]1([C:16]2[CH:21]=[CH:20][CH:19]=[CH:18][CH:17]=2)[CH2:11][CH2:10][CH:9]=[CH:8][CH:7]1[Cl:22])=[O:5])[CH3:2]. Procedure details: 200 g of 1-phenyl-2-acetoxy-cyclohex-3-ene-1-carboxylic acid-ethyl-ester are dissolved in 1 liter of 96% ethanol. The solution is charged with 190 g of HCl gas and heated under reflux for 2 hrs. The solvent is removed and the residue directly fractionated in the vacuum. b.p.°,1 130° C. Yield: 169 g.